This data is from the Open Reaction Database (ORD), a public repository of structured organic reaction records. The task is: describe an organic reaction: reactants, conditions, products, and yield The reactants are O=C([O-])[O-], O=C([O-])O, O=C(NCC1CCCNC1)OCc1ccccc1, CC(C)=O, Cl, Cc1ccc(S(=O)(=O)OCCc2ccc(F)cc2)cc1, [K+], [K+], [Na+], O. The product is O=C(NCC1CCCN(CCc2ccc(F)cc2)C1)OCc1ccccc1. As a reaction SMILES: [C:40](=[O:41])([O-:42])[O-:43].[C:46](=[O:47])([O-:48])[OH:49].[CH2:2]([c:3]1[cH:4][cH:5][cH:6][cH:7][cH:8]1)[O:9][C:10](=[O:11])[NH:12][CH2:13][CH:14]1[CH2:15][NH:16][CH2:17][CH2:18][CH2:19]1.[CH3:51][C:52](=[O:53])[CH3:54].[ClH:1].[F:20][c:21]1[cH:22][cH:23][c:24]([CH2:27][CH2:28][O:29][S:30]([c:31]2[cH:32][cH:33][c:34]([CH3:35])[cH:36][cH:37]2)(=[O:38])=[O:39])[cH:25][cH:26]1.[K+:44].[K+:45].[Na+:50].[OH2:55]>>[CH2:2]([c:3]1[cH:4][cH:5][cH:6][cH:7][cH:8]1)[O:9][C:10](=[O:11])[NH:12][CH2:13][CH:14]1[CH2:15][N:16]([CH2:28][CH2:27][c:24]2[cH:23][cH:22][c:21]([F:20])[cH:26][cH:25]2)[CH2:17][CH2:18][CH2:19]1. The reactants are N1(CC1)C[C@]12[C@@H]([C@H]3CC[C@@H]4[C@]5(CC=C(C([C@@H]5CC[C@]4([C@@]3(CC1)C)C)(C)C)C1=CC=C(C(=O)O)C=C1)C)[C@@H](CC2)C(=C)C (4-((1R,3aS,5aR,5bR,7aR,11aS,11bR,13aR,13bR)-3a-(aziridin-1-ylmethyl)-5a,5b,8,8,11a-pentamethyl-1-(prop-1-en-2-yl)-2,3,3a,4,5,5a,5b,6,7,7a,8,11,11a,11b,12,13,13a,13b-octadecahydro-1H-cyclopenta[a]chrysen-9-yl)benzoic acid), BrCCO (2-bromoethanol). The product is OCCNC[C@]12[C@@H]([C@H]3CC[C@@H]4[C@]5(CC=C(C([C@@H]5CC[C@]4([C@@]3(CC1)C)C)(C)C)C1=CC=C(C(=O)O)C=C1)C)[C@@H](CC2)C(=C)C (4-((1R,3aS,5aR,5bR,7aR,11aS,11bR,13aR,13bR)-3a-((2-hydroxyethylamino)methyl)-5a,5b,8,8,11a-pentamethyl-1-(prop-1-en-2-yl)-2,3,3a,4,5,5a,5b,6,7,7a,8,11,11a,11b,12,13,13a,13b-octadecahydro-1H-cyclopenta[a]chrysen-9-yl)benzoic acid), solid. The yield is 79.9%. RXN SMILES: [N:1]1([CH2:4][C@:5]23[CH2:39][CH2:38][C@@H:37]([C:40]([CH3:42])=[CH2:41])[C@@H:6]2[C@@H:7]2[C@@:20]([CH3:23])([CH2:21][CH2:22]3)[C@@:19]3([CH3:24])[C@@H:10]([C@:11]4([CH3:36])[C@@H:16]([CH2:17][CH2:18]3)[C:15]([CH3:26])([CH3:25])[C:14]([C:27]3[CH:35]=[CH:34][C:30]([C:31]([OH:33])=[O:32])=[CH:29][CH:28]=3)=[CH:13][CH2:12]4)[CH2:9][CH2:8]2)CC1.Br[CH2:44][CH2:45][OH:46]>>[OH:46][CH2:45][CH2:44][NH:1][CH2:4][C@:5]12[CH2:39][CH2:38][C@@H:37]([C:40]([CH3:42])=[CH2:41])[C@@H:6]1[C@@H:7]1[C@@:20]([CH3:23])([CH2:21][CH2:22]2)[C@@:19]2([CH3:24])[C@@H:10]([C@:11]3([CH3:36])[C@@H:16]([CH2:17][CH2:18]2)[C:15]([CH3:26])([CH3:25])[C:14]([C:27]2[CH:35]=[CH:34][C:30]([C:31]([OH:33])=[O:32])=[CH:29][CH:28]=2)=[CH:13][CH2:12]3)[CH2:9][CH2:8]1. Reported procedure: The title compound was prepared following the general procedures described above for the synthesis of 4-((1R,3aS,5aR,5bR,7aR,11aS,11bR,13aR,13bR)-3a-(aziridin-1-ylmethyl)-5a,5b,8,8,11a-pentamethyl-1-(prop-1-en-2-yl)-2,3,3a,4,5,5a,5b,6,7,7a,8,11,11a,11b,12,13,13a,13b-octadecahydro-1H-cyclopenta[a]chrysen-9-yl)benzoic acid using 2-bromoethanol as the alkylating reagent in step 1. The product was isolated as a white solid (21.9 mg, 79.9%). LCMS: m/e 588.9 (MH+), 2.373 min (method 9). 1H NMR (500 MH... Product: CN1CCN(c2ccc(NC=C3C(=O)NC(C)(C)c4ccc(Br)cc43)cc2)CC1. RXN SMILES: [Br:1][c:2]1[cH:3][c:4]2[c:9]([cH:10][cH:11]1)[C:8]([CH3:12])([CH3:13])[NH:7][C:6](=[O:14])[CH2:5]2.[CH3:15][O:16][CH:17]([N:18]([CH3:19])[CH3:20])[O:21][CH3:22].[CH3:23][N:24]1[CH2:25][CH2:26][N:27]([c:30]2[cH:31][cH:32][c:33]([NH2:36])[cH:34][cH:35]2)[CH2:28][CH2:29]1.[CH3:42][c:43]1[cH:44][cH:45][cH:46][cH:47][cH:48]1.[O:37]=[CH:38][N:39]([CH3:40])[CH3:41]>>[Br:1][c:2]1[cH:3][c:4]2[c:9]([cH:10][cH:11]1)[C:8]([CH3:12])([CH3:13])[NH:7][C:6](=[O:14])[C:5]2=[CH:15][NH:36][c:33]1[cH:32][cH:31][c:30]([N:27]2[CH2:26][CH2:25][N:24]([CH3:23])[CH2:29][CH2:28]2)[cH:35][cH:34]1. The reactants are CC1(C)NC(=O)Cc2cc(Br)ccc21, COC(OC)N(C)C, CN1CCN(c2ccc(N)cc2)CC1, Cc1ccccc1, CN(C)C=O. Procedure: To a warm mixture of 7 g. sodium 4-(2-cyclohexylethylamino)phenylacetate in 100 ml. ethanol is added 4.7 g. ethyl 2-tosyloxypropionate. After 17 hours at reflux, the cooled solution is diluted with an equal volume of water and the resultant precipitate is filtered. After washing with cold ethanol and drying, the product is crystallized from acetonitrile to yield 1-(ethoxycarbonyl)ethyl 4-(2-cyclohexylethylamino)phenylacetate as colorless crystals. The reactants are C1(CCCCC1)CCNC1=CC=C(C=C1)CC(=O)[O-].[Na+] (sodium 4-(2-cyclohexylethylamino)phenylacetate), C(C)O (ethanol), S(=O)(=O)(C1=CC=C(C)C=C1)OC(C(=O)OCC)C (ethyl 2-tosyloxypropionate). The product is C1(CCCCC1)CCNC1=CC=C(C=C1)CC(=O)OC(C)C(=O)OCC (1-(ethoxycarbonyl)ethyl 4-(2-cyclohexylethylamino)phenylacetate). The solvent is O (water). As a reaction SMILES: [CH:1]1([CH2:7][CH2:8][NH:9][C:10]2[CH:15]=[CH:14][C:13]([CH2:16][C:17]([O-:19])=[O:18])=[CH:12][CH:11]=2)[CH2:6][CH2:5][CH2:4][CH2:3][CH2:2]1.[Na+].C(O)C.S(O[CH:35]([CH3:41])[C:36]([O:38][CH2:39][CH3:40])=[O:37])(C1C=CC(C)=CC=1)(=O)=O>O>[CH:1]1([CH2:7][CH2:8][NH:9][C:10]2[CH:15]=[CH:14][C:13]([CH2:16][C:17]([O:19][CH:35]([C:36]([O:38][CH2:39][CH3:40])=[O:37])[CH3:41])=[O:18])=[CH:12][CH:11]=2)[CH2:6][CH2:5][CH2:4][CH2:3][CH2:2]1 |f:0.1|.